This data is from the Open Reaction Database (ORD), a public repository of structured organic reaction records. The task is: describe an organic reaction: reactants, conditions, products, and yield Starting materials: CC(=O)O[BH-](OC(C)=O)OC(C)=O, ClCCCl, CC(C)(C)OC(=O)N1CCC(=O)C(OCCF)C1, NCc1ccccc1, [Na+]. Product: CC(C)(C)OC(=O)N1CCC(NCc2ccccc2)C(OCCF)C1. RXN SMILES: [C:27]([O:28][BH-:29]([O:30][C:31](=[O:32])[CH3:33])[O:34][C:35](=[O:36])[CH3:37])(=[O:38])[CH3:39].[Cl:41][CH2:42][CH2:43][Cl:44].[F:1][CH2:2][CH2:3][O:4][CH:5]1[CH2:6][N:7]([C:12](=[O:13])[O:14][C:15]([CH3:16])([CH3:17])[CH3:18])[CH2:8][CH2:9][C:10]1=[O:11].[NH2:19][CH2:20][c:21]1[cH:22][cH:23][cH:24][cH:25][cH:26]1.[Na+:40]>>[F:1][CH2:2][CH2:3][O:4][CH:5]1[CH2:6][N:7]([C:12](=[O:13])[O:14][C:15]([CH3:16])([CH3:17])[CH3:18])[CH2:8][CH2:9][CH:10]1[NH:19][CH2:20][c:21]1[cH:22][cH:23][cH:24][cH:25][cH:26]1.